Dataset: the Open Reaction Database (ORD), a public repository of structured organic reaction records. Task: describe an organic reaction: reactants, conditions, products, and yield Reactants: ClC1=CC=C(C=C1)C1=CC(=NN1C1=CC=C(C=C1)OC)CCC(=O)O (3-[5-(4-Chlorophenyl)-1-(4-methoxyphenyl)-3-pyrazolyl]propionic acid), [OH-].[Na+] (NaOH). Yields the product O.ClC1=CC=C(C=C1)C1=CC(=NN1C1=CC=C(C=C1)OC)CCC(=O)[O-].[Na+] (Sodium 3-[5-(4-chlorophenyl)-1-(4-methoxyphenyl)-3-pyrazolyl]propanoate monohydrate). Yield: 98.0%. Reaction SMILES: [Cl:1][C:2]1[CH:7]=[CH:6][C:5]([C:8]2[N:12]([C:13]3[CH:18]=[CH:17][C:16]([O:19][CH3:20])=[CH:15][CH:14]=3)[N:11]=[C:10]([CH2:21][CH2:22][C:23]([OH:25])=[O:24])[CH:9]=2)=[CH:4][CH:3]=1.[OH-].[Na+:27]>>[OH2:19].[Cl:1][C:2]1[CH:3]=[CH:4][C:5]([C:8]2[N:12]([C:13]3[CH:18]=[CH:17][C:16]([O:19][CH3:20])=[CH:15][CH:14]=3)[N:11]=[C:10]([CH2:21][CH2:22][C:23]([O-:25])=[O:24])[CH:9]=2)=[CH:6][CH:7]=1.[Na+:27] |f:1.2,3.4.5|. Procedure: To the acid 12 (1.0169 g, 2.85 mM) was added a 1.00N NaOH solution (2.85 ml, 2.85 mM) and distilled H2O (15 ml). The reaction mixture was stirred until it was homogeneous, and then lyophilized to afford 13 (1.08 g, 98%) as a white solid, with a mp greater than 300° C. The reactants are O (water), C(=O)C1=CC=C(C=C1)C1=NN2C(C=CC=C2)=N1 (2-(p-Formylphenyl)-s-triazolo[1,5-a]-pyridine), ClC1=C(N)C=CC=C1 (o-chloroaniline), B(O)(O)O (boric acid). Run in C=1(C(=CC=CC1)C)C (xylene). Run at temperature 60 celsius. Yields the product ClC1=C(C=CC=C1)N=CC1=CC=C(C=C1)C1=NN2C(C=CC=C2)=N1 (2-[4-(o-Chlorophenylimino-methyl)-phenyl]-s-triazolo[1,5-a]pyridine). RXN SMILES: [CH:1]([C:3]1[CH:8]=[CH:7][C:6]([C:9]2[N:17]=[C:12]3[CH:13]=[CH:14][CH:15]=[CH:16][N:11]3[N:10]=2)=[CH:5][CH:4]=1)=O.[Cl:18][C:19]1[CH:25]=[CH:24][CH:23]=[CH:22][C:20]=1[NH2:21].B(O)(O)O.O>C1(C)C(C)=CC=CC=1>[Cl:18][C:19]1[CH:25]=[CH:24][CH:23]=[CH:22][C:20]=1[N:21]=[CH:1][C:3]1[CH:8]=[CH:7][C:6]([C:9]2[N:17]=[C:12]3[CH:13]=[CH:14][CH:15]=[CH:16][N:11]3[N:10]=2)=[CH:5][CH:4]=1. Procedure details: 22.32 g of 2-(p-formylphenyl)-s-triazolo[1,5-a]pyridine (II), 14.03 g of o-chloroaniline and 1 g of boric acid in 350 ml of xylene are refluxed for 2 hours, the water formed being distilled off. The mixture is cooled to 60° C., 450 ml of methanol are added and the resulting mixture is further cooled to -10° C. The product which has precipitated is filtered off with suction, washed with 100 ml of cold methanol and dried. This gives 26.3 g (79.1% of theory) of compound (101) in the form of a pale ...